describe an organic reaction: reactants, conditions, products, and yield From a dataset of the Open Reaction Database (ORD), a public repository of structured organic reaction records. Reactants: CO, Cl, COC(=O)Oc1cc(Nc2ncnc3cc(O)c(OC)cc23)c(F)cc1C, [Na+], [OH-]. Yields the product COc1cc2c(Nc3cc(O)c(C)cc3F)ncnc2cc1O. RXN SMILES: [CH3:31][OH:32].[ClH:30].[F:3][c:4]1[c:5]([NH:6][c:7]2[n:8][cH:9][n:10][c:11]3[cH:12][c:13]([OH:19])[c:14]([O:17][CH3:18])[cH:15][c:16]23)[cH:20][c:21]([O:25][C:26]([O:27][CH3:28])=[O:29])[c:22]([CH3:24])[cH:23]1.[Na+:2].[OH-:1]>>[F:3][c:4]1[c:5]([NH:6][c:7]2[n:8][cH:9][n:10][c:11]3[cH:12][c:13]([OH:19])[c:14]([O:17][CH3:18])[cH:15][c:16]23)[cH:20][c:21]([OH:25])[c:22]([CH3:24])[cH:23]1. The reactants are [OH-].[Na+] (sodium hydroxide), COC(C(C1=CC=C(C=C1)C(C)(C)C)OCC(N)=O)=O (4-tert-butyl carbamoylmethoxyphenylacetic acid methyl ester). The solvent is CO (methanol). Run at time 5 hour. Yields the product C(C)(C)(C)C1=CC=C(C=C1)C(C(=O)O)OCC(N)=O (4-tert-butyl carbamoylmethoxyphenyl acetic acid). Reaction SMILES: [OH-].[Na+].C[O:4][C:5](=[O:22])[CH:6]([O:17][CH2:18][C:19](=[O:21])[NH2:20])[C:7]1[CH:12]=[CH:11][C:10]([C:13]([CH3:16])([CH3:15])[CH3:14])=[CH:9][CH:8]=1>CO>[C:13]([C:10]1[CH:11]=[CH:12][C:7]([CH:6]([O:17][CH2:18][C:19](=[O:21])[NH2:20])[C:5]([OH:22])=[O:4])=[CH:8][CH:9]=1)([CH3:16])([CH3:14])[CH3:15] |f:0.1|. Procedure details: 1N aqueous sodium hydroxide solution (16 ml) was added to a solution of 4-tert-butyl carbamoylmethoxyphenylacetic acid methyl ester (2.8 g, 0.010 mol) in methanol (10 ml) and the reaction stirred at room temperature for 5 hours. The reaction mixture was then concentrated under reduced pressure, the residue suspended in 1N aqueous hydrochloric acid (20 ml) and extracted with diethyl ether (2×25 ml). The combined organic extracts were dried (MgSO4), filtered and evaporated under reduced pressure. Starting materials: ClC1=C(C(=O)O)C=CC(=N1)C (2-chloro-6-methylnicotinic acid), Cl.CNOC (N,O-dimethylhydroxyamine hydrochloride), C(C)(C)N(C(C)C)CC (N,N-diisopropylethylamine), CCOC(=O)OC(=O)OCC (DEPC). Solvent: O (water), O1CCCC1 (tetrahydrofuran). Reaction conditions: time 30 minute. Product: ClC1=NC(=CC=C1CC(=O)N(C)OC)C (2-chloro-N-methoxy-N,6-dimethylpyridine-3-carboxyamide). RXN SMILES: [Cl:1][C:2]1[N:10]=[C:9]([CH3:11])[CH:8]=[CH:7][C:3]=1C(O)=O.Cl.[CH3:13][NH:14][O:15][CH3:16].C(N(CC)C(C)C)(C)C.CCOC(OC([O:34][CH2:35][CH3:36])=O)=O>O1CCCC1.O>[Cl:1][C:2]1[C:3]([CH2:36][C:35]([N:14]([O:15][CH3:16])[CH3:13])=[O:34])=[CH:7][CH:8]=[C:9]([CH3:11])[N:10]=1 |f:1.2|. Procedure details: A solution of 2-chloro-6-methylnicotinic acid (1.00 g, 5.83 mmol) in tetrahydrofuran (10 mL) was successively added with N,O-dimethylhydroxyamine hydrochloride (910 mg, 9.33 mmol), N,N-diisopropylethylamine (3.00 g, 23.2 mmol) and DEPC (1.43 g, 8.77 mmol) on an ice bath, and the mixture was stirred at room temperature for 30 minutes. The reaction mixture was diluted with water, and extracted with ethyl acetate. The organic layer was washed with saturated brine, then dried over anhydrous sodium s... Reactants: CC(CCCCC(=O)O)=C (6-Methyl-hept-6-enoic Acid), C(C(=O)Cl)(=O)Cl (oxalyl chloride). The solvent is C1=CC=CC=C1 (benzene). Conditions: time 90 minute. Product: CC(CCCCC(=O)Cl)=C (6-Methyl-hept-6-enoyl Chloride). As a reaction SMILES: [CH3:1][C:2](=[CH2:10])[CH2:3][CH2:4][CH2:5][CH2:6][C:7](O)=[O:8].C(Cl)(=O)C([Cl:14])=O>C1C=CC=CC=1>[CH3:1][C:2](=[CH2:10])[CH2:3][CH2:4][CH2:5][CH2:6][C:7]([Cl:14])=[O:8]. Procedure details: To a solution of the carboxylic acid 71 (2.2 g, 15.5 mmol) in benzene (30 ml), was added oxalyl chloride (3 ml, 34.4 mmol, 2.22 equiv). A drying tube was placed on the flask and the reaction mixture was stirred for 90 min at room temperature before it was concentrated in vacuo. The crude acid chloride was used in the next step without further purification: TLC Rf=0.37 (silica gel, 25% EtOAc/hexanes); 1H NMR (600 MHz, CDCl3) δ 4.69 (s, 1H), 4.67 (s, 1H), 2.90-2.87 (t, 3J=7.8 Hz, 2H), 2.03-2.00 (t... Starting materials: NC1=NC=CC2=C1CN(C2=O)C(C)C=2C=NC(=C(C2)C)OCC(F)(F)F (4-amino-2-(1-(5-methyl-6-(2,2,2-trifluoroethoxy)pyridin-3-yl)ethyl)-2,3-dihydro-1H-pyrrolo[3,4-c]pyridin-1-one), ClCC(=O)Cl (2-chloroacetyl chloride). The product is ClCC(=O)NC1=NC=CC2=C1CN(C2=O)C(C)C=2C=NC(=C(C2)C)OCC(F)(F)F (2-chloro-N-(2-(1-(5-methyl-6-(2,2,2-trifluoroethoxy)pyridin-3-yl)ethyl)-1-oxo-2,3-dihydro-1H-pyrrolo[3,4-c]pyridin-4-yl)acetamide). Isolated yield 96.0%. As a reaction SMILES: [NH2:1][C:2]1[C:7]2[CH2:8][N:9]([CH:12]([C:14]3[CH:15]=[N:16][C:17]([O:21][CH2:22][C:23]([F:26])([F:25])[F:24])=[C:18]([CH3:20])[CH:19]=3)[CH3:13])[C:10](=[O:11])[C:6]=2[CH:5]=[CH:4][N:3]=1.[Cl:27][CH2:28][C:29](Cl)=[O:30]>>[Cl:27][CH2:28][C:29]([NH:1][C:2]1[C:7]2[CH2:8][N:9]([CH:12]([C:14]3[CH:15]=[N:16][C:17]([O:21][CH2:22][C:23]([F:25])([F:26])[F:24])=[C:18]([CH3:20])[CH:19]=3)[CH3:13])[C:10](=[O:11])[C:6]=2[CH:5]=[CH:4][N:3]=1)=[O:30]. Procedure details: The title compound is prepared in 96% yield (270 mg, pale brown solid) from 4-amino-2-(1-(5-methyl-6-(2,2,2-trifluoroethoxy)pyridin-3-yl)ethyl)-2,3-dihydro-1H-pyrrolo[3,4-c]pyridin-1-one (230 mg, 0.63 mmol, Example-17, single enantiomer) and 2-chloroacetyl chloride (90 mg, 0.79 mmol) in a similar manner to Example-18 (Method-D).